From a dataset of the Open Reaction Database (ORD), a public repository of structured organic reaction records. describe an organic reaction: reactants, conditions, products, and yield Reactants: C(CC(=O)OCC)(=O)OCC (diethyl malonate), C(CC(C)C)C(C(=O)Cl)(CCC(C)C)C1=CC=CC=C1 (2-isopentyl-5-methyl-2-phenylhexanoyl chloride), C1(=CC=CC=C1)C(C(=O)Cl)(CCC)CCC (2-phenyl-2-propylpentanoyl Chloride). The product is C(CC(C)C)C(C(=O)C(C(=O)OC)C(=O)OC)(CCC(C)C)C1=CC=CC=C1 (Dimethyl 2-(2-isopentyl-5-methyl-2-phenylhexanoyl)malonate). RXN SMILES: [C:1]([O:9][CH2:10]C)(=[O:8])[CH2:2][C:3]([O:5][CH2:6]C)=[O:4].[CH2:12]([C:17]([C:26]1[CH:31]=[CH:30][CH:29]=[CH:28][CH:27]=1)([CH2:21][CH2:22][CH:23]([CH3:25])[CH3:24])[C:18](Cl)=[O:19])[CH2:13][CH:14]([CH3:16])[CH3:15].C1(C(CCC)(CCC)C(Cl)=O)C=CC=CC=1>>[CH2:12]([C:17]([C:26]1[CH:27]=[CH:28][CH:29]=[CH:30][CH:31]=1)([CH2:21][CH2:22][CH:23]([CH3:24])[CH3:25])[C:18]([CH:2]([C:1]([O:9][CH3:10])=[O:8])[C:3]([O:5][CH3:6])=[O:4])=[O:19])[CH2:13][CH:14]([CH3:16])[CH3:15]. Procedure: The title compound was prepared following the procedure of Example 1E, substituting dimethyl malonate for diethyl malonate, and substituting the product of Example 6D for the product of Example 1D. 1H NMR (300 MHz, CDCl3): δ 7.32 (m, 5 H), 4.54 (s, 1 H), 3.56 (s, 6 H), 2.00 (m, 4 H), 1.49 (m, 2 H), 0.87 (m, 16 H). Reactants: O=C1N(C2=CC=CC=C2C12C1=C(OC2)C=C2OCCC2=C1)CC=1C=C(C(=O)O)C=CC1 (3-[(2′-oxo-5,6-dihydrospiro[benzo[1,2-b:5,4-b′]difuran-3,3′-indol]-1′(2′H)-yl)methyl]benzoic acid), CN(C=O)C (N,N-dimethylformamide), C(C(=O)Cl)(=O)Cl (oxalyl chloride). Solvent: ClCCl (dichloromethane). Conditions: time 3 hour. Yields the product O=C1N(C2=CC=CC=C2C12COC=1C2=CC2=C(OCC2)C1)CC1=C(C(=O)Cl)C=CC=C1 (((2′-oxo-5,6-dihydro-2H-spiro[benzofuro[6,5-b]furan-3,3′-indoline]-1′-yl)methyl)benzoyl chloride). As a reaction SMILES: [O:1]=[C:2]1[C:10]2([CH2:14][O:13][C:12]3[CH:15]=[C:16]4[C:20](=[CH:21][C:11]2=3)[CH2:19][CH2:18][O:17]4)[C:9]2[C:4](=[CH:5][CH:6]=[CH:7][CH:8]=2)[N:3]1[CH2:22][C:23]1[CH:24]=[C:25]([CH:29]=[CH:30][CH:31]=1)C(O)=O.CN(C)C=O.C(Cl)(=O)[C:38]([Cl:40])=[O:39]>ClCCl>[O:1]=[C:2]1[C:10]2([C:11]3=[CH:21][C:20]4[CH2:19][CH2:18][O:17][C:16]=4[CH:15]=[C:12]3[O:13][CH2:14]2)[C:9]2[C:4](=[CH:5][CH:6]=[CH:7][CH:8]=2)[N:3]1[CH2:22][C:23]1[CH:31]=[CH:30][CH:29]=[CH:25][C:24]=1[C:38]([Cl:40])=[O:39]. Procedure: A suspension of 3-[(2′-oxo-5,6-dihydrospiro[benzo[1,2-b:5,4-b′]difuran-3,3′-indol]-1′(2′H)-yl)methyl]benzoic acid (2.13 g, 5.1 mmol) and N,N-dimethylformamide (0.001 mL, catalytic amount) in anhydrous dichloromethane (30 mL) was treated with oxalyl chloride (4.50 mL, 5.1 mmol). The reaction mixture was stirred at ambient temperature for 3 h. The crude product was concentrated in vacuo to afford 3-(((2′-oxo-5,6-dihydro-2H-spiro[benzofuro[6,5-b]furan-3,3′-indoline]-1′-yl)methyl)benzoyl chloride as... Reactants: CNC(=O)ON=C1SCS(CS1)=O (2-(Methylcarbamoyloximino)-1,3,5-trithiane-5-oxide), C(C)(=O)OO (peracetic acid). Run at time 18 hour. The product is CNC(=O)ON=C1SCS(CS1)(=O)=O (2-(methylcarbamoyl oximino)-1, 3, 5-trithiane - 5,5-dioxide). As a reaction SMILES: [CH3:1][NH:2][C:3]([O:5][N:6]=[C:7]1[S:12][CH2:11][S:10](=[O:13])[CH2:9][S:8]1)=[O:4].C(OO)(=[O:16])C>>[CH3:1][NH:2][C:3]([O:5][N:6]=[C:7]1[S:12][CH2:11][S:10](=[O:16])(=[O:13])[CH2:9][S:8]1)=[O:4]. Reported procedure: 2-(Methylcarbamoyloximino)-1,3,5-trithiane-5-oxide prepared by the method of Example IV was further reacted with 5 ml of peracetic acid and left standing for 18 hours at room temperature. Concentrating under reduced pressure yielding 0.15g of a solid residue. Crystallization from acetonitrile yielded a solid, m.p. 174°-177° C (decomp.) Starting materials: BrBr (Bromine), S(=O)(=O)(O)O.NCCCCC1=NC=CC=C1C (2-(4-aminobutyl)-3-methylpyridine sulphate). Run in OS(=O)(=O)O.O=S(=O)=O (oleum). Yields the product NCCCCC1=NC=CC=C1C (2-(4-aminobutyl)-3-methylpyridine), S(O)(O)(=O)=O (sulphuric acid). As a reaction SMILES: BrBr.[S:3]([OH:7])([OH:6])(=[O:5])=[O:4].[NH2:8][CH2:9][CH2:10][CH2:11][CH2:12][C:13]1[C:18]([CH3:19])=[CH:17][CH:16]=[CH:15][N:14]=1>OS(O)(=O)=O.O=S(=O)=O>[NH2:8][CH2:9][CH2:10][CH2:11][CH2:12][C:13]1[C:18]([CH3:19])=[CH:17][CH:16]=[CH:15][N:14]=1.[S:3](=[O:5])(=[O:4])([OH:7])[OH:6] |f:1.2,3.4|. Reported procedure: Bromine (10 g) was added dropwise with stirring to a solution of 2-(4-aminobutyl)-3-methylpyridine sulphate (21.3 g) obtained from 2-(4-aminobutyl)-3-methylpyridine and concentrated sulphuric acid) in 65% oleum (100 ml) at room temperature. The solution was then heated to 55° C. and stirred overnight. The solution was cooled and added slowly to ice (38 g). The resultant solution was poured into water (250 ml) and taken to pH 2.5 with aqueous ammonia solution (s.g. 0.88) and a dibrominated impuri... Reactants: N#Cc1c[nH]c(=O)c2cc(I)sc12, O=P(Cl)(Cl)Cl. Product: N#Cc1cnc(Cl)c2cc(I)sc12. As a reaction SMILES: [I:1][c:2]1[cH:3][c:4]2[c:5](=[O:13])[nH:6][cH:7][c:8]([C:11]#[N:12])[c:9]2[s:10]1.[P:14]([Cl:15])([Cl:16])([Cl:17])=[O:18]>>[I:1][c:2]1[cH:3][c:4]2[c:5]([Cl:16])[n:6][cH:7][c:8]([C:11]#[N:12])[c:9]2[s:10]1. Starting materials: C(C)(C)N=C=NC(C)C (DIC), DMAP, C1(=CC=CC=C1)CS (phenylmethanethiol), crude product A, C(C)(C)(C)OC([C@H](CC(=O)O)NC(CCC=C)=O)=O ((S)-4-(tert-butoxy)-4-oxo-3-(pent-4-enamido)butanoic acid), C(C)(C)(C)OC([C@H](CC(=O)O)NC(CCC=C)=O)=O ((S)-4-(tert-butoxy)-4-oxo-3-(pent-4-enamido)butanoic acid), C(CCC=C)(=O)O (pent-4-enoic acid), C(=O)(C(F)(F)F)O (TFA). The solvent is C(Cl)Cl (CH2Cl2). Conditions: time 4 hour. The product is C(C1=CC=CC=C1)SC(C[C@@H](C(=O)O)NC(CCC=C)=O)=O ((S)-4-(benzylthio)-4-oxo-2-(pent-4-enamido)butanoic acid). The yield is 74.0%. As a reaction SMILES: C(N=C=NC(C)C)(C)C.[C:10]1([CH2:16][SH:17])[CH:15]=[CH:14][CH:13]=[CH:12][CH:11]=1.C([O:22][C:23](=[O:36])[C@@H:24]([NH:29][C:30](=[O:35])[CH2:31][CH2:32][CH:33]=[CH2:34])[CH2:25][C:26](O)=[O:27])(C)(C)C.C(O)(=O)CCC=C.C(O)(C(F)(F)F)=O>C(Cl)Cl>[CH2:16]([S:17][C:26](=[O:27])[CH2:25][C@H:24]([NH:29][C:30](=[O:35])[CH2:31][CH2:32][CH:33]=[CH2:34])[C:23]([OH:36])=[O:22])[C:10]1[CH:15]=[CH:14][CH:13]=[CH:12][CH:11]=1. Procedure details: DIC (N,N′-diisopropylcarbodiimide) (2.41 ml, 15.5 mmol), DMAP (N,N-dimethylaminopyridine) (315 mg, 2.58 mmol) and phenylmethanethiol (1.82 ml, 15.5 mmol) were added to a solution of the mixed crude product A (2.51 g, 12.9 mmol) of (S)-4-(tert-butoxy)-4-oxo-3-(pent-4-enamido)butanoic acid (Compound 1b-I) and pent-4-enoic acid (1:0.8) in CH2Cl2 (35 ml), and the mixture was stirred at room temperature for 4 hours. TFA (21 ml) was then added to the reaction mixture, which was stirred at room tempera...